Dataset: the Open Reaction Database (ORD), a public repository of structured organic reaction records. Task: describe an organic reaction: reactants, conditions, products, and yield Reactants: raw material, CC1=CC=C(C=C1)O (4-methylphenol), CC=1C=C(C=CC1)O (3-methylphenol), resultant mixture, 1,2-dihalogenoethane, BrCCBr (1,2-dibromoethane), ClCCCl (1,2-dichloroethane). RXN SMILES: [CH3:1][C:2]1[CH:7]=[CH:6][C:5]([OH:8])=[CH:4][CH:3]=1.[CH3:9][C:10]1[CH:11]=[C:12]([OH:16])[CH:13]=[CH:14][CH:15]=1.Br[CH2:18][CH2:19]Br.Cl[CH2:22][CH2:23]Cl>CC1C=C(C=CC=1)OCCOC1C=CC=C(C)C=1>[CH3:9][C:10]1[CH:11]=[C:12]([CH:13]=[CH:14][CH:15]=1)[O:16][CH2:18][CH2:19][O:8][C:5]1[CH:6]=[CH:7][C:2]([CH3:1])=[CH:3][CH:4]=1.[CH3:1][C:2]1[CH:7]=[CH:6][C:5]([O:8][CH2:22][CH2:23][O:16][C:12]2[CH:11]=[CH:10][C:15]([CH3:18])=[CH:14][CH:13]=2)=[CH:4][CH:3]=1. Yields the product CC=1C=C(OCCOC2=CC=C(C=C2)C)C=CC1 (1-(3-methylphenoxy)-2-(4-methylphenoxy)ethane), CC1=CC=C(OCCOC2=CC=C(C=C2)C)C=C1 (1,2-bis(4-methylphenoxy)ethane). Procedure details: A method in which 4-methylphenol is incorporated into, or added to, 3-methylphenol that is a main raw material for synthesis of 1,2-bis(3-methylphenoxy)ethane, such that an amount corresponding to the content defined in the present invention is attained, and the resultant mixture is reacted with 1,2-dihalogenoethane such as 1,2-dibromoethane or 1,2-dichloroethane, or the like. In this manner, 1-(3-methylphenoxy)-2-(4-methylphenoxy)ethane and/or 1,2-bis(4-methylphenoxy)ethane are/is formed in 1,2... Run in CC=1C=C(OCCOC2=CC(=CC=C2)C)C=CC1 (1,2-bis(3-methylphenoxy)ethane), CC=1C=C(OCCOC2=CC(=CC=C2)C)C=CC1 (1,2-bis(3-methylphenoxy)ethane). The reactants are C(C)(C)(C)C1=NC=C(C(=N1)OCC)C=1N(C(C(N1)(C)C1=CC=C(C=C1)Cl)(C)C1=CC=C(C=C1)Cl)C(=O)Cl (rac-(4S*,5R*)-2-(2-tert-butyl-4-ethoxy-pyrimidin-5-yl)-4,5-bis-(4-chloro-phenyl)-4,5-dimethyl-4,5-dihydro-imidazole-1-carbonyl chloride), CS(=O)(=O)CCCN1CCNCC1 (4-[3-(methylsulfonyl)propyl]-piperazine). The product is C(C)(C)(C)C1=NC=C(C(=N1)OCC)C=1N([C@]([C@](N1)(C)C1=CC=C(C=C1)Cl)(C)C1=CC=C(C=C1)Cl)C(=O)N1CCN(CC1)CCCS(=O)(=O)C ([(4S,5R)-2-(2-tert-Butyl-4-ethoxy-pyrimidin-5-yl)-4,5-bis-(4-chloro-phenyl)-4,5-dimethyl-4,5-dihydro-imidazol-1-yl]-[4-(3-methanesulfonyl-propyl)-piperazin-1-yl]-methanone). Reaction SMILES: [C:1]([C:5]1[N:10]=[C:9]([O:11][CH2:12][CH3:13])[C:8]([C:14]2[N:15]([C:35](Cl)=[O:36])[C:16]([C:28]3[CH:33]=[CH:32][C:31]([Cl:34])=[CH:30][CH:29]=3)([CH3:27])[C:17]([C:20]3[CH:25]=[CH:24][C:23]([Cl:26])=[CH:22][CH:21]=3)([CH3:19])[N:18]=2)=[CH:7][N:6]=1)([CH3:4])([CH3:3])[CH3:2].[CH3:38][S:39]([CH2:42][CH2:43][CH2:44][N:45]1[CH2:50][CH2:49][NH:48][CH2:47][CH2:46]1)(=[O:41])=[O:40]>>[C:1]([C:5]1[N:10]=[C:9]([O:11][CH2:12][CH3:13])[C:8]([C:14]2[N:15]([C:35]([N:48]3[CH2:49][CH2:50][N:45]([CH2:44][CH2:43][CH2:42][S:39]([CH3:38])(=[O:40])=[O:41])[CH2:46][CH2:47]3)=[O:36])[C@@:16]([C:28]3[CH:33]=[CH:32][C:31]([Cl:34])=[CH:30][CH:29]=3)([CH3:27])[C@@:17]([C:20]3[CH:25]=[CH:24][C:23]([Cl:26])=[CH:22][CH:21]=3)([CH3:19])[N:18]=2)=[CH:7][N:6]=1)([CH3:2])([CH3:3])[CH3:4]. Reported procedure: In a manner analogous to the method described in example 3, rac-(4S*,5R*)-2-(2-tert-butyl-4-ethoxy-pyrimidin-5-yl)-4,5-bis-(4-chloro-phenyl)-4,5-dimethyl-4,5-dihydro-imidazole-1-carbonyl chloride was reacted with 4-[3-(methylsulfonyl)propyl]-piperazine (prepared as described in Fotouhi, N. et al. WO 2005110996) to give the title compound as a racemic mixture. The enantiomers were then separated by supercritical fluid chromatography (Berger Instrument Multi-Gram II, Daicel ChiralPak OD-H 3'25 cm,...